This data is from the Open Reaction Database (ORD), a public repository of structured organic reaction records. The task is: describe an organic reaction: reactants, conditions, products, and yield Reactants: CC1=NC=C(C=C1)C(=C(Cl)Cl)Cl (2-methyl 5-trichlorovinyl pyridine), [Se](=O)=O (selenium dioxide), O1CCOCC1 (dioxane). The solvent is C(C)(=O)OCC (ethyl acetate). Product: ClC(=C(Cl)Cl)C=1C=CC(=NC1)C(=O)O (5-Trichlorovinyl pyridine-2-carboxylic acid). RXN SMILES: CC1[CH:7]=[CH:6][C:5]([C:8]([Cl:12])=[C:9]([Cl:11])[Cl:10])=[CH:4][N:3]=1.[Se](=O)=[O:14].[O:16]1[CH2:21][CH2:20]OCC1>C(OCC)(=O)C>[Cl:12][C:8]([C:5]1[CH:6]=[CH:7][C:20]([C:21]([OH:16])=[O:14])=[N:3][CH:4]=1)=[C:9]([Cl:11])[Cl:10]. Procedure details: G. (0.0050 moles) of 2-methyl 5-trichlorovinyl pyridine is added at room temperature with stirring to 833 mg. (0.0075 moles) of selenium dioxide suspended in 5 ml. of dioxane. The reaction mixture is refluxed for 8 hours and stirred at room temperature overnight. The reaction mixture is filtered through a filtration medium (diatomaceous earth) and the filtration evaporated to dryness in vacuo affording a reddish solid. The solid is taken up in a minimum amount of hot ethyl acetate and filtered. ... Starting materials: C1(CCC1)C1=CC(=C(C(=O)OC)C=C1I)C (methyl 4-cyclobutyl-5-iodo-2-methylbenzoate), C1(CCC1)C1=CC(=C(C(=O)OC)C=C1I)C (methyl 4-cyclobutyl-5-iodo-2-methylbenzoate), CN(C)C=O (DMF). Reagents/catalysts: [C-]#N.[C-]#N.[Zn+2] (Zn(CN)2), C=1C=CC(=CC1)[P](C=2C=CC=CC2)(C=3C=CC=CC3)[Pd]([P](C=4C=CC=CC4)(C=5C=CC=CC5)C=6C=CC=CC6)([P](C=7C=CC=CC7)(C=8C=CC=CC8)C=9C=CC=CC9)[P](C=1C=CC=CC1)(C=1C=CC=CC1)C=1C=CC=CC1 (Pd(PPh3)4). Run at temperature 100 celsius. The product is C(#N)C=1C(=CC(=C(C(=O)OC)C1)C)C1CCC1 (Methyl 5-cyano-4-cyclobutyl-2-methylbenzoate). Reaction SMILES: [CH:1]1([C:5]2[C:14](I)=[CH:13][C:8]([C:9]([O:11][CH3:12])=[O:10])=[C:7]([CH3:16])[CH:6]=2)[CH2:4][CH2:3][CH2:2]1.[CH3:17][N:18](C=O)C>[C-]#N.[C-]#N.[Zn+2].C1C=CC([P]([Pd]([P](C2C=CC=CC=2)(C2C=CC=CC=2)C2C=CC=CC=2)([P](C2C=CC=CC=2)(C2C=CC=CC=2)C2C=CC=CC=2)[P](C2C=CC=CC=2)(C2C=CC=CC=2)C2C=CC=CC=2)(C2C=CC=CC=2)C2C=CC=CC=2)=CC=1>[C:17]([C:14]1[C:5]([CH:1]2[CH2:4][CH2:3][CH2:2]2)=[CH:6][C:7]([CH3:16])=[C:8]([CH:13]=1)[C:9]([O:11][CH3:12])=[O:10])#[N:18] |f:2.3.4,^1:30,32,51,70|. Reported procedure: A mixture of methyl 4-cyclobutyl-5-iodo-2-methylbenzoate (compound 152.3, 4.17 g, 12.64 mmol), Zn(CN)2 (2.96 g, 25.21 mmol) and Pd(PPh3)4 (0.73 g, 0.63 mmol) in DMF (30 ml) was degassed and the flask was filled with argon through a balloon. The mixture was heated at 100° C. under argon overnight. After cooling to ambient temperature, the mixture was quenched with saturated aq. FeSO4 (20 ml) and diluted with EtOAc (200 ml). The greenish solid was removed by filtration through celite. The filtrate... The reactants are C(C1=CC=CC=C1)OC(C[C@H](C(=O)N[C@@H](COC(=O)OCC1=CC=CC=C1)C(C)(C)C)N1C=C(C=C1)C1=CC=C(C=C1)C1=CC=NC=C1)=O (N-(1-benzyloxycarbonyloxy-3,3-dimethylbut-2(R)-yl)-3(R)-[3-[4-(pyridin-4-yl)phenyl]-1H-pyrrol-1-yl]succinamic acid benzyl ester). The reagents and catalysts are [OH-].[OH-].[Pd+2] (Pd(OH)2). Solvent: CO (MeOH), CCOC(=O)C (EtOAc). Reaction conditions: time 3 hour. The product is CC([C@@H](CO)NC([C@@H](CC(=O)O)N1C=C(C=C1)C1=CC=C(C=C1)C1=CC=NC=C1)=O)(C)C (N-[2,2-dimethyl-1(S)-(hydroxymethyl)propyl]-3(R)-[3-[4-(pyridin-4-yl)phenyl]-1H-pyrrol-1-yl]succinamic acid). Isolated yield 73.6%. As a reaction SMILES: C([O:8][C:9](=[O:49])[CH2:10][C@@H:11]([N:32]1[CH:36]=[CH:35][C:34]([C:37]2[CH:42]=[CH:41][C:40]([C:43]3[CH:48]=[CH:47][N:46]=[CH:45][CH:44]=3)=[CH:39][CH:38]=2)=[CH:33]1)[C:12]([NH:14][C@H:15]([C:28]([CH3:31])([CH3:30])[CH3:29])[CH2:16][O:17]C(OCC1C=CC=CC=1)=O)=[O:13])C1C=CC=CC=1>CO.CCOC(C)=O.[OH-].[OH-].[Pd+2]>[CH3:29][C:28]([CH3:31])([CH3:30])[C@H:15]([NH:14][C:12](=[O:13])[C@H:11]([N:32]1[CH:36]=[CH:35][C:34]([C:37]2[CH:42]=[CH:41][C:40]([C:43]3[CH:44]=[CH:45][N:46]=[CH:47][CH:48]=3)=[CH:39][CH:38]=2)=[CH:33]1)[CH2:10][C:9]([OH:49])=[O:8])[CH2:16][OH:17] |f:3.4.5|. Procedure: A mixture of N-(1-benzyloxycarbonyloxy-3,3-dimethylbut-2(R)-yl)-3(R)-[3-[4-(pyridin-4-yl)phenyl]-1H-pyrrol-1-yl]succinamic acid benzyl ester (140 mg, 0.212 mmol) and Pd(OH)2 (60 mg of 20% Pd by content) in MeOH (1mL) and EtOAc (9 mL) was stirred under H2 atmosphere for 3 hours. The catalyst was filtered onto Celite and rinsed with 10% MeOH/CHCl3 (75 mL). The filtrate was concentrated in vacuo to provide a yellow solid, which was precipitated from hot CHCl3 solution with hexane to furnish 68 mg (... The reactants are CN1C(=NN=C1C=1C=C2C=CC(=NC2=CC1)C)CCCC=O (4-[4-Methyl-5-(2-methyl-quinolin-6-yl)-4H-[1,2,4]triazol-3-yl]-butyraldehyde), CC1=CC(=NO1)C1=CC2=C(CCNCC2)C=C1 (7-(5-Methyl-isoxazol-3-yl)-2,3,4,5-tetrahydro-1H-benzo[d]azepine), C(C)(=O)O[BH-](OC(C)=O)OC(C)=O.[Na+] (Sodium triacetoxyborohydride). The solvent is ClCCl (dichloromethane), ClCCl (dichloromethane). Yields the product CC1=CC(=NO1)C1=CC2=C(CCN(CC2)CCCCC2=NN=C(N2C)C=2C=C3C=CC(=NC3=CC2)C)C=C1 (7-(5-Methyl-isoxazol-3-yl)-3-{4-[4-methyl-5-(2-methyl-quinolin-6-yl)-4H-[1,2,4] triazol-3-yl]-butyl}-2,3,4,5-tetrahydro-1H-benzo[d] azepine). The yield is 21.4%. RXN SMILES: [CH3:1][N:2]1[C:6]([C:7]2[CH:8]=[C:9]3[C:14](=[CH:15][CH:16]=2)[N:13]=[C:12]([CH3:17])[CH:11]=[CH:10]3)=[N:5][N:4]=[C:3]1[CH2:18][CH2:19][CH2:20][CH:21]=O.[CH3:23][C:24]1[O:28][N:27]=[C:26]([C:29]2[CH:39]=[CH:38][C:32]3[CH2:33][CH2:34][NH:35][CH2:36][CH2:37][C:31]=3[CH:30]=2)[CH:25]=1.C(O[BH-](OC(=O)C)OC(=O)C)(=O)C.[Na+]>ClCCl>[CH3:23][C:24]1[O:28][N:27]=[C:26]([C:29]2[CH:39]=[CH:38][C:32]3[CH2:33][CH2:34][N:35]([CH2:21][CH2:20][CH2:19][CH2:18][C:3]4[N:2]([CH3:1])[C:6]([C:7]5[CH:8]=[C:9]6[C:14](=[CH:15][CH:16]=5)[N:13]=[C:12]([CH3:17])[CH:11]=[CH:10]6)=[N:5][N:4]=4)[CH2:36][CH2:37][C:31]=3[CH:30]=2)[CH:25]=1 |f:2.3|. Procedure: 4-[4-Methyl-5-(2-methyl-quinolin-6-yl)-4H-[1,2,4]triazol-3-yl]-butyraldehyde (76 mg, 0.25 mmol) and 7-(5-Methyl-isoxazol-3-yl)-2,3,4,5-tetrahydro-1H-benzo[d]azepine (55 mg, 0.24 mmol) were stirred at room temperature in dichloromethane (5 ml) for 30 min. Sodium triacetoxyborohydride (55 mg, 0.26 mmol) was then added and the mixture stirred over the weekend. The mixture was diluted with dichloromethane (50 ml) and washed with saturated sodium bicarbonate solution (30 ml). The aqueous was extracte... The reactants are C1(CCCCC1)CN1N(C(C(C1C1=CC=NC=C1)C1=CC(=C(C=C1)Cl)Cl)=O)C (1-Cyclohexylmethyl-4-(3,4-dichloro-phenyl)-2-methyl-5-pyridin-4-yl-pyrazolidin-3-one), [Br-].[Br-].[Br-].C1(=CC=CC=C1)[N+](CC)(CC)CC.C1(=CC=CC=C1)[N+](CC)(CC)CC.C1(=CC=CC=C1)[N+](CC)(CC)CC (phenyltriethylammonium tribromide). Solvent: C1(=CC=CC=C1)C (toluene), CN(C)C=O (DMF). Yields the product C1(CCCCC1)CN1N(C(C(=C1C1=CC=NC=C1)C1=CC(=C(C=C1)Cl)Cl)=O)C (1-Cyclohexylmethyl-4-(3,4-dichloro-phenyl)-2-methyl-5-pyridin-4-yl-1,2-dihydro-pyrazol-3-one), solid. Reaction SMILES: [CH:1]1([CH2:7][N:8]2[CH:12]([C:13]3[CH:18]=[CH:17][N:16]=[CH:15][CH:14]=3)[CH:11]([C:19]3[CH:24]=[CH:23][C:22]([Cl:25])=[C:21]([Cl:26])[CH:20]=3)[C:10](=[O:27])[N:9]2[CH3:28])[CH2:6][CH2:5][CH2:4][CH2:3][CH2:2]1.[Br-].[Br-].[Br-].C1([N+](CC)(CC)CC)C=CC=CC=1.C1([N+](CC)(CC)CC)C=CC=CC=1.C1([N+](CC)(CC)CC)C=CC=CC=1>C1(C)C=CC=CC=1.CN(C=O)C>[CH:1]1([CH2:7][N:8]2[C:12]([C:13]3[CH:18]=[CH:17][N:16]=[CH:15][CH:14]=3)=[C:11]([C:19]3[CH:24]=[CH:23][C:22]([Cl:25])=[C:21]([Cl:26])[CH:20]=3)[C:10](=[O:27])[N:9]2[CH3:28])[CH2:2][CH2:3][CH2:4][CH2:5][CH2:6]1 |f:1.2.3.4.5.6|. Procedure: The solution of 1-Cyclohexylmethyl-4-(3,4-dichloro-phenyl)-2-methyl-5-pyridin-4-yl-pyrazolidin-3-one 0.16 g in toluene 20 mL and DMF 2 mL was treated with phenyltriethylammonium tribromide 0.22 g at room temperature, The reaction mixture was refluxed for 4 h. The reaction was quenched with sat. Na2SO3 25 mL at 0° C. The reaction mixture was extracted with dichloromethane, 3×25 mL. The combined organic phase was washed with brine, dried over anhydrous Na2SO4. After purification by flash chromatog... Run in N1=CC=CC=C1 (pyridine), S(=O)(Cl)Cl (thionyl chloride). Product: CC1=C(C(=O)OC)C(=CC=C1)C (2,6-dimethylbenzoic acid, methyl ester). Reported procedure: A solution of 10 g of 2,6-dimethylbenzoic acid in 22 g thionyl chloride was stirred at reflux temperature for 2 hours. Removal of the excess thionyl chloride afforded the crude acid chloride as a yellow oil. This intermediate was added to a stirred solution of 4 mL of methanol in 10.8 mL pyridine at 65°-70° C. After completion of the addition, the resulting mixture was stirred at room temperature for 2 hours and then poured into 75 mL ice-water. The aqueous layer was extracted with four 50-mL po... Reactants: CO (methanol), CC1=C(C(=O)O)C(=CC=C1)C (2,6-dimethylbenzoic acid), ice water. Reaction SMILES: [CH3:1][C:2]1[CH:10]=[CH:9][CH:8]=[C:7]([CH3:11])[C:3]=1[C:4]([OH:6])=[O:5].[CH3:12]O>S(Cl)(Cl)=O.N1C=CC=CC=1>[CH3:1][C:2]1[CH:10]=[CH:9][CH:8]=[C:7]([CH3:11])[C:3]=1[C:4]([O:6][CH3:12])=[O:5]. Conditions: time 2 hour. The reactants are O (water), ice, BrC1=C(C=C(C=C1)N1N=C(C=C1)N(C(C(F)(F)F)=O)C)OC (N-(1-(4-bromo-3-methoxyphenyl)-1H-pyrazol-3-yl)-2,2,2-trifluoro-N-methylacetamide), [O-]CC.[Na+] (sodium ethoxide). Solvent: CCO (EtOH), CCO (EtOH). Run at time 8 hour. Product: BrC1=C(C=C(C=C1)N1N=C(C=C1)NC)OC (1-(4-bromo-3-methoxyphenyl)-N-methyl-1H-pyrazol-3-amine). Isolated yield 89.4%. RXN SMILES: [Br:1][C:2]1[CH:7]=[CH:6][C:5]([N:8]2[CH:12]=[CH:11][C:10]([N:13](C)[C:14](=O)C(F)(F)F)=[N:9]2)=[CH:4][C:3]=1[O:21][CH3:22].[O-]CC.[Na+].O>CCO>[Br:1][C:2]1[CH:7]=[CH:6][C:5]([N:8]2[CH:12]=[CH:11][C:10]([NH:13][CH3:14])=[N:9]2)=[CH:4][C:3]=1[O:21][CH3:22] |f:1.2|. Procedure: To an ice cold solution of N-(1-(4-bromo-3-methoxyphenyl)-1H-pyrazol-3-yl)-2,2,2-trifluoro-N-methylacetamide (300 mg, 0.793 mmol) in EtOH (5 mL) was added a solution of 21% sodium ethoxide in EtOH (0.4 mL, 0.793 mmol). The mixture was stirred at room temperature overnight, then was poured into water. The mixture was extracted with EtOAc. The combined organic layers were washed with aqueous saturated NaHCO3 solution, dried over Na2SO4, filtered and concentrated under reduced pressure to give 1-(4... Reactants: CCOc1c(OC)cc(C(=O)NN)cc1OC, CCO, O=C1CCCC1=Cc1ccccc1. The product is CCOc1c(OC)cc(C(=O)NN=C2CCCC2=Cc2ccccc2)cc1OC. RXN SMILES: [CH3:1][O:2][c:3]1[cH:4][c:5]([C:6](=[O:7])[NH:8][NH2:9])[cH:10][c:11]([O:16][CH3:17])[c:12]1[O:13][CH2:14][CH3:15].[CH3:31][CH2:32][OH:33].[c:18]1([CH:24]=[C:25]2[C:26](=[O:30])[CH2:27][CH2:28][CH2:29]2)[cH:19][cH:20][cH:21][cH:22][cH:23]1>>[CH3:1][O:2][c:3]1[cH:4][c:5]([C:6](=[O:7])[NH:8][N:9]=[C:26]2[C:25](=[CH:24][c:18]3[cH:19][cH:20][cH:21][cH:22][cH:23]3)[CH2:29][CH2:28][CH2:27]2)[cH:10][c:11]([O:16][CH3:17])[c:12]1[O:13][CH2:14][CH3:15]. Procedure: 24 g (0.077 mole) of 1-bromo-2-(4-trifluoromethylphenyl)-2-ethanone, 8.4 g (0.077 mole) of 2-amino-5-methylpyridine and 13 g of sodium bicarbonate are mixed in 210 ml of 95% strength ethanol, and this suspension is heated under reflux until the evolution of gas has ceased. The solvent is then evaporated off under reduced pressure and the evaporation residue is taken up with water and dichloromethane. The organic phase is decanted and dried over magnesium sulphate, and the solvent is removed by e... Solvent: C(C)O (ethanol). Yields the product CC=1C=CC=2N(C1)C=C(N2)C2=CC=C(C=C2)C(F)(F)F (6-Methyl-2-(4-trifluoromethylphenyl)imidazo[1,2-a]-pyridine). Reactants: BrCC(=O)C1=CC=C(C=C1)C(F)(F)F (1-bromo-2-(4-trifluoromethylphenyl)-2-ethanone), NC1=NC=C(C=C1)C (2-amino-5-methylpyridine), C([O-])(O)=O.[Na+] (sodium bicarbonate). As a reaction SMILES: Br[CH2:2][C:3]([C:5]1[CH:10]=[CH:9][C:8]([C:11]([F:14])([F:13])[F:12])=[CH:7][CH:6]=1)=O.[NH2:15][C:16]1[CH:21]=[CH:20][C:19]([CH3:22])=[CH:18][N:17]=1.C(=O)(O)[O-].[Na+]>C(O)C>[CH3:22][C:19]1[CH:20]=[CH:21][C:16]2[N:17]([CH:2]=[C:3]([C:5]3[CH:10]=[CH:9][C:8]([C:11]([F:14])([F:13])[F:12])=[CH:7][CH:6]=3)[N:15]=2)[CH:18]=1 |f:2.3|.